From a dataset of the Open Reaction Database (ORD), a public repository of structured organic reaction records. describe an organic reaction: reactants, conditions, products, and yield The reactants are BrN1C(CCC1=O)=O (N-Bromosuccinimide), ClC=1C2=C(N=CN1)N(C=C2)C(C)C (4-Chloro-7-isopropyl-7H-pyrrolo[2,3-d]pyrimidine). Reported procedure: N-Bromosuccinimide (165 g, 926 mmol) was added to a solution of 4-Chloro-7-isopropyl-7H-pyrrolo[2,3-d]pyrimidine (151 g, 772 mmol) in CH2Cl2 (1 L). After 12 h the reaction was quenched with saturated aqueous NaHCO3 (500 mL). The layers were separated and the aqueous layer was extracted with CH2Cl2 (2×500 mL). The combined organic layers were washed with water (3×500 mL) and brine (1×500 mL), dried (Na2SO4), filtered, and concentrated in vacuo to afford the title compound as a white solid (198 g,... RXN SMILES: [Br:1]N1C(=O)CCC1=O.[Cl:9][C:10]1[C:11]2[CH:18]=[CH:17][N:16]([CH:19]([CH3:21])[CH3:20])[C:12]=2[N:13]=[CH:14][N:15]=1>C(Cl)Cl>[Br:1][C:18]1[C:11]2[C:10]([Cl:9])=[N:15][CH:14]=[N:13][C:12]=2[N:16]([CH:19]([CH3:21])[CH3:20])[CH:17]=1. The product is BrC1=CN(C=2N=CN=C(C21)Cl)C(C)C (5-Bromo4-chloro-7-isopropyl-7H-pyrrolo[2,3-d]pyrimidine). The yield is 93.4%. Run in C(Cl)Cl (CH2Cl2). Starting materials: CC1=C(N)C=CC(=C1)C (2,4-dimethylaniline), O=C1N(C2=CC=CC=C2C12C1=C(OC2)C=C2OCCC2=C1)CC=1C=C(C(=O)O)C=CC1 (3-[(2′-oxo-5,6-dihydrospiro[benzo[1,2-b:5,4-b′]difuran-3,3′-indol]-1′(2′H)-yl)methyl]benzoic acid), C1(CCCCC1)CN (cyclohexanemethylamine), O=C1N(C2=CC=CC=C2C12C1=C(OC2)C=C2OCCC2=C1)CC1=C(C(=O)O)C=CC=C1 (2-[(2′-oxo-5,6-dihydrospiro[benzo[1,2-b:5,4-b′]difuran-3,3′-indol]-1′(2′H)-yl)methyl]benzoic acid). Product: CC1=C(C=CC(=C1)C)NC(C1=C(C=CC=C1)CN1C(C2(C3=CC=CC=C13)C1=C(OC2)C=C2OCCC2=C1)=O)=O (N-(2,4-dimethylphenyl)-2-[(2′-oxo-5,6-dihydrospiro[benzo[1,2-b:5,4-b′]difuran-3,3′-indol]-1′(2′H)-yl)methyl]benzamide). As a reaction SMILES: [CH3:1][C:2]1[CH:8]=[C:7]([CH3:9])[CH:6]=[CH:5][C:3]=1[NH2:4].C1(CN)CCCCC1.[O:18]=[C:19]1[C:27]2([CH2:31][O:30][C:29]3[CH:32]=[C:33]4[C:37](=[CH:38][C:28]2=3)[CH2:36][CH2:35][O:34]4)[C:26]2[C:21](=[CH:22][CH:23]=[CH:24][CH:25]=2)[N:20]1[CH2:39][C:40]1[CH:48]=[CH:47][CH:46]=[CH:45][C:41]=1[C:42](O)=[O:43].O=C1C2(COC3C=C4C(=CC2=3)CCO4)C2C(=CC=CC=2)N1CC1C=C(C=CC=1)C(O)=O>>[CH3:1][C:2]1[CH:8]=[C:7]([CH3:9])[CH:6]=[CH:5][C:3]=1[NH:4][C:42](=[O:43])[C:41]1[CH:45]=[CH:46][CH:47]=[CH:48][C:40]=1[CH2:39][N:20]1[C:21]2[C:26](=[CH:25][CH:24]=[CH:23][CH:22]=2)[C:27]2([CH2:31][O:30][C:29]3[CH:32]=[C:33]4[C:37](=[CH:38][C:28]2=3)[CH2:36][CH2:35][O:34]4)[C:19]1=[O:18]. Procedure: Following the procedure as described in EXAMPLE 12 and making non-critical variations using 2,4-dimethylaniline to replace cyclohexanemethylamine, and 2-[(2′-oxo-5,6-dihydrospiro[benzo[1,2-b:5,4-b′]difuran-3,3′-indol]-1′(2′H)-yl)methyl]benzoic acid to replace 3-[(2′-oxo-5,6-dihydrospiro[benzo[1,2-b:5,4-b′]difuran-3,3′-indol]-1′(2′H)-yl)methyl]benzoic acid, N-(2,4-dimethylphenyl)-2-[(2′-oxo-5,6-dihydrospiro[benzo[1,2-b:5,4-b′]difuran-3,3′-indol]-1′(2′H)-yl)methyl]benzamide was obtained (90%) as a... Reactants: acid chloride, N (ammonia), CC(C[C@@](CC#C)(C(F)(F)F)O[Si](CC)(CC)CC)(C)C1=C(C(=O)O)C=C(C=C1)F (2-((S)-1,1-dimethyl-3-triethylsilanyloxy-3-trifluoromethylhex-5-ynyl)-5-fluorobenzoic acid), N1=CC=CC=C1 (pyridine), S(=O)(Cl)Cl (thionyl chloride). Solvent: C(Cl)Cl (DCM). Reaction conditions: time 25 minute. The product is CC(C[C@@](CC#C)(C(F)(F)F)O[Si](CC)(CC)CC)(C)C1=C(C(=O)N)C=C(C=C1)F (2-((S)-1,1-dimethyl-3-triethylsilanyloxy-3-trifluoromethylhex-5-ynyl)-5-fluorobenzamide). Yield: 53.1%. Reaction SMILES: [CH3:1][C:2]([C:21]1[CH:29]=[CH:28][C:27]([F:30])=[CH:26][C:22]=1[C:23](O)=[O:24])([CH3:20])[CH2:3][C@:4]([O:12][Si:13]([CH2:18][CH3:19])([CH2:16][CH3:17])[CH2:14][CH3:15])([C:8]([F:11])([F:10])[F:9])[CH2:5][C:6]#[CH:7].[N:31]1C=CC=CC=1.S(Cl)(Cl)=O.N>C(Cl)Cl>[CH3:1][C:2]([C:21]1[CH:29]=[CH:28][C:27]([F:30])=[CH:26][C:22]=1[C:23]([NH2:31])=[O:24])([CH3:20])[CH2:3][C@:4]([O:12][Si:13]([CH2:18][CH3:19])([CH2:16][CH3:17])[CH2:14][CH3:15])([C:8]([F:11])([F:10])[F:9])[CH2:5][C:6]#[CH:7]. Procedure: To a solution of 14.2 g of 2-((S)-1,1-dimethyl-3-triethylsilanyloxy-3-trifluoromethylhex-5-ynyl)-5-fluorobenzoic acid (0.030 mol) in 400 mL of DCM was added 4.6 mL of pyridine (0.057 mol) followed by 3.3 mL of thionyl chloride (0.045 mol). The reaction was stirred for 25 minutes then carried on to next step. The crude acid chloride was cannulated into a flask containing ammonia (7 M in MeOH, 185 mL, 1.30 mol). The mixture was stirred for 40 minutes then quenched with saturated aqueous sodium bic... Reactants: BrCC1=C(C=C(C=C1)OC)Cl (1-bromomethyl-2-chloro-4-methoxy-benzene), CN1C(OC2=C1C=C(C=C2)C(=O)Cl)=O (3-methyl-2-oxo-2,3-dihydro-benzooxazole-5-carbonyl chloride), C(=O)(O)[O-].[Na+] (NaHCO3). Reagents/catalysts: [Zn] (zinc), C=1C=CC(=CC1)[P](C=2C=CC=CC2)(C=3C=CC=CC3)[Pd]([P](C=4C=CC=CC4)(C=5C=CC=CC5)C=6C=CC=CC6)([P](C=7C=CC=CC7)(C=8C=CC=CC8)C=9C=CC=CC9)[P](C=1C=CC=CC1)(C=1C=CC=CC1)C=1C=CC=CC1 (tetrakis(triphenylphosphine)palladium(0)). Solvent: COCCOC (1,2-dimethoxyethane), COCCOC (1,2-dimethoxyethane), COCCOC (1,2-dimethoxyethane). Reaction conditions: temperature 0 celsius, time 30 minute. The product is ClC1=C(C=CC(=C1)OC)CC(=O)C=1C=CC2=C(N(C(O2)=O)C)C1 (5-[2-(2-Chloro-4-methoxy-phenyl)-acetyl]-3-methyl-3H-benzooxazol-2-one). Isolated yield 55.0%. Reaction SMILES: [CH3:1][N:2]1[C:6]2[CH:7]=[C:8]([C:11](Cl)=[O:12])[CH:9]=[CH:10][C:5]=2[O:4][C:3]1=[O:14].Br[CH2:16][C:17]1[CH:22]=[CH:21][C:20]([O:23][CH3:24])=[CH:19][C:18]=1[Cl:25].C([O-])(O)=O.[Na+]>COCCOC.[Zn].C1C=CC([P]([Pd]([P](C2C=CC=CC=2)(C2C=CC=CC=2)C2C=CC=CC=2)([P](C2C=CC=CC=2)(C2C=CC=CC=2)C2C=CC=CC=2)[P](C2C=CC=CC=2)(C2C=CC=CC=2)C2C=CC=CC=2)(C2C=CC=CC=2)C2C=CC=CC=2)=CC=1>[Cl:25][C:18]1[CH:19]=[C:20]([O:23][CH3:24])[CH:21]=[CH:22][C:17]=1[CH2:16][C:11]([C:8]1[CH:9]=[CH:10][C:5]2[O:4][C:3](=[O:14])[N:2]([CH3:1])[C:6]=2[CH:7]=1)=[O:12] |f:2.3,^1:41,43,62,81|. Procedure: To a suspension of zinc powder (1.67 g) in 1,2-dimethoxyethane (60 mL) was added tetrakis(triphenylphosphine)palladium(0) (295 mg). A suspension of the 3-methyl-2-oxo-2,3-dihydro-benzooxazole-5-carbonyl chloride (2.71 g) in 1,2-dimethoxyethane (60 mL) was slowly added over a period of 20 minutes. The mixture was cooled in an ice bath and a solution of 1-bromomethyl-2-chloro-4-methoxy-benzene (3.01 g, [CAS Reg. No. 54788-17-9]) in 1,2-dimethoxyethane (20 mL) was slowly added over a period of 30 m... Reactants: C(C)OC(CC12CC(NC=3C=CC=C(C13)N(C2)C(=O)OC(C)(C)C)=O)=O (tert-butyl 2a-(2-ethoxy-2-oxoethyl)-4-oxo-2a,3,4,5-tetrahydropyrrolo[4,3,2-de]quinolin-1(2H)-carboxylate), CC(C)C[AlH]CC(C)C (DIBAL-H), CC(C)C[AlH]CC(C)C (DIBAL-H), CC(C)C[AlH]CC(C)C (DIBAL-H). Run in C(Cl)Cl (CH2Cl2). Run at temperature -78 celsius, time 1 hour. The product is O=C1NC=2C=CC=C3C2C(C1)(CN3C(=O)OC(C)(C)C)CC=O (tert-Butyl 4-oxo-2a-(2-oxoethyl)-2a,3,4,5-tetrahydropyrrolo[4,3,2-de]quinolin-1(2H)-carboxylate). RXN SMILES: C([O:3][C:4](=O)[CH2:5][C:6]12[CH2:17][N:16]([C:18]([O:20][C:21]([CH3:24])([CH3:23])[CH3:22])=[O:19])[C:14]3[C:15]1=[C:10]([CH:11]=[CH:12][CH:13]=3)[NH:9][C:8](=[O:25])[CH2:7]2)C.CC(C[AlH]CC(C)C)C>C(Cl)Cl>[O:25]=[C:8]1[CH2:7][C:6]2([CH2:5][CH:4]=[O:3])[CH2:17][N:16]([C:18]([O:20][C:21]([CH3:22])([CH3:23])[CH3:24])=[O:19])[C:14]3[C:15]2=[C:10]([CH:11]=[CH:12][CH:13]=3)[NH:9]1. Procedure details: To a stirred solution of tert-butyl 2a-(2-ethoxy-2-oxoethyl)-4-oxo-2a,3,4,5-tetrahydropyrrolo[4,3,2-de]quinolin-1(2H)-carboxylate, enantiomer A, from Step A (219 mg, 0.607 mmol) in CH2Cl2 (5 mL) at −78° C. was added DIBAL-H (1 M in CH2Cl2, 0.8 mL, 0.8 mmol) dropwise. After 1 h, DIBAL-H (1 M in CH2Cl2, 0.54 mL, 0.54 mmol) was added dropwise, and after an additional 1 h, more DIBAL-H (1 M in CH2Cl2, 0.65 mL, 0.65 mmol) was added dropwise. The mixture was stirred at −78° C. for 1 h, then quenched b...